From a dataset of the Open Reaction Database (ORD), a public repository of structured organic reaction records. describe an organic reaction: reactants, conditions, products, and yield The reactants are CCCOCCOc1ccc(OB([O-])[O-])cc1C, CN(Cc1ccc(NC(=O)C2=Cc3cc(Br)ccc3S(=O)(=O)CC2)cc1)C1CCOCC1, O=C([O-])[O-], CCO, [K+], [K+], O, Cc1ccccc1. The product is CCCOCCOc1ccc(-c2ccc3c(c2)C=C(C(=O)Nc2ccc(CN(C)C4CCOCC4)cc2)CCS3(=O)=O)cc1C. As a reaction SMILES: [B:33]([O-:34])([O-:49])[O:50][c:35]1[cH:36][c:37]([CH3:48])[c:38]([O:41][CH2:42][CH2:43][O:44][CH2:45][CH2:46][CH3:47])[cH:39][cH:40]1.[Br:1][c:2]1[cH:3][cH:4][c:5]2[c:6]([cH:32]1)[CH:7]=[C:8]([C:14](=[O:15])[NH:16][c:17]1[cH:18][cH:19][c:20]([CH2:23][N:24]([CH:25]3[CH2:26][CH2:27][O:28][CH2:29][CH2:30]3)[CH3:31])[cH:21][cH:22]1)[CH2:9][CH2:10][S:11]2(=[O:12])=[O:13].[C:51](=[O:52])([O-:53])[O-:54].[CH2:58]([OH:59])[CH3:60].[K+:55].[K+:56].[OH2:57].[c:61]1([CH3:62])[cH:63][cH:64][cH:65][cH:66][cH:67]1>>[c:2]1(-[c:35]2[cH:36][c:37]([CH3:48])[c:38]([O:41][CH2:42][CH2:43][O:44][CH2:45][CH2:46][CH3:47])[cH:39][cH:40]2)[cH:3][cH:4][c:5]2[c:6]([cH:32]1)[CH:7]=[C:8]([C:14](=[O:15])[NH:16][c:17]1[cH:18][cH:19][c:20]([CH2:23][N:24]([CH:25]3[CH2:26][CH2:27][O:28][CH2:29][CH2:30]3)[CH3:31])[cH:21][cH:22]1)[CH2:9][CH2:10][S:11]2(=[O:12])=[O:13].